Dataset: the Open Reaction Database (ORD), a public repository of structured organic reaction records. Task: describe an organic reaction: reactants, conditions, products, and yield The reactants are O=C(O)C1CCC1, CCN(C(C)C)C(C)C, ClCCl, COC(=O)c1ccc2c(c1)CC(C)(C)C(c1ccc(N)cc1)N2, O=P(Cl)(Cl)Cl. The product is COC(=O)c1ccc2c(c1)CC(C)(C)C(c1ccc(NC(=O)C3CCC3)cc1)N2. As a reaction SMILES: [CH:24]1([C:28](=[O:29])[OH:30])[CH2:25][CH2:26][CH2:27]1.[CH:31]([N:32]([CH2:33][CH3:34])[CH:35]([CH3:36])[CH3:37])([CH3:38])[CH3:39].[Cl:45][CH2:46][Cl:47].[NH2:1][c:2]1[cH:3][cH:4][c:5]([CH:8]2[NH:9][c:10]3[cH:11][cH:12][c:13]([C:20](=[O:21])[O:22][CH3:23])[cH:14][c:15]3[CH2:16][C:17]2([CH3:18])[CH3:19])[cH:6][cH:7]1.[P:40]([Cl:41])([Cl:42])([Cl:43])=[O:44]>>[NH:1]([c:2]1[cH:3][cH:4][c:5]([CH:8]2[NH:9][c:10]3[cH:11][cH:12][c:13]([C:20](=[O:21])[O:22][CH3:23])[cH:14][c:15]3[CH2:16][C:17]2([CH3:18])[CH3:19])[cH:6][cH:7]1)[C:28]([CH:24]1[CH2:25][CH2:26][CH2:27]1)=[O:29]. Yield: 90.0%. Procedure details: To a solution of 1RS,2RS,3RS)-3-(2-carboxymethoxy-4-methoxyphenyl)-2-cyanomethyl-1-(3,4-methylenedioxyphenyl)-5-(prop-1-yloxy)indane (290 mg, 0.56 mmol) in methanol (ca. 1 ml) was added aqueous 2N NaOH solution (0.3 ml) followed by H2O (8 ml) then (with caution) Na2O2 (120 mg). The mixture was heated to 70° C. and stirred for 20 h at which time HPLC showed only 15% hydrolysis. The mixture was stirred at 85° C. for 3 days with 3 (100 mg) portions of Na202 added each day. the reaction mixture was ... Reaction conditions: temperature 70 celsius, time 20 hour. Run in CO (methanol). RXN SMILES: [C:1]([CH2:4][O:5][C:6]1[CH:11]=[C:10]([O:12][CH3:13])[CH:9]=[CH:8][C:7]=1[CH:14]1[C:22]2[C:17](=[CH:18][CH:19]=[C:20]([O:23][CH2:24][CH2:25][CH3:26])[CH:21]=2)[CH:16]([C:27]2[CH:32]=[CH:31][C:30]3[O:33][CH2:34][O:35][C:29]=3[CH:28]=2)[CH:15]1[CH2:36][C:37]#N)([OH:3])=[O:2].[OH-:39].[Na+].[OH2:41]>CO>[C:1]([CH2:4][O:5][C:6]1[CH:11]=[C:10]([O:12][CH3:13])[CH:9]=[CH:8][C:7]=1[CH:14]1[C:22]2[C:17](=[CH:18][CH:19]=[C:20]([O:23][CH2:24][CH2:25][CH3:26])[CH:21]=2)[CH:16]([C:27]2[CH:32]=[CH:31][C:30]3[O:33][CH2:34][O:35][C:29]=3[CH:28]=2)[CH:15]1[CH2:36][C:37]([OH:41])=[O:39])([OH:3])=[O:2] |f:1.2|. Starting materials: Na2O2, 3, C(=O)(O)COC1=C(C=CC(=C1)OC)C1C(C(C2=CC=C(C=C12)OCCC)C1=CC2=C(C=C1)OCO2)CC#N (3-(2-carboxymethoxy-4-methoxyphenyl)-2-cyanomethyl-1-(3,4-methylenedioxyphenyl)-5-(prop-1-yloxy)indane), [OH-].[Na+] (NaOH), O (H2O). Product: C(=O)(O)COC1=C(C=CC(=C1)OC)C1C(C(C2=CC=C(C=C12)OCCC)C1=CC2=C(C=C1)OCO2)CC(=O)O ((1RS,2SR,3RS)-3-(2-Carboxymethoxy-4-methoxyphenyl)-1-(3,4-methylenedioxyphenyl)-5-(prop-1-yloxy)indan-2-ylacetic acid). Starting materials: [OH-].[Na+] (sodium hydroxide), FC1=C(C=CC(=C1)N1N=C(C=C1O)C(F)(F)F)S(=O)(=O)N (2-Fluoro-4-(5-hydroxy-3-trifluoromethyl-pyrazol-1-yl)-benzenesulfonamide), C([O-])([O-])=O.[K+].[K+] (potassium carbonate), C(C)(C)I (isopropyl iodide). Run in CN(C=O)C (dimethyl formamide). Conditions: temperature 50 celsius, time 1.5 hour. Product: FC1=C(C=CC(=C1)N1N=C(C=C1OC(C)C)C(F)(F)F)S(=O)(=O)N (2-Fluoro-4-(5-Isopropoxy-3-Trifluoromethyl-Pyrazol-1-yl)-Benzenesulfonamide). RXN SMILES: [F:1][C:2]1[CH:7]=[C:6]([N:8]2[C:12]([OH:13])=[CH:11][C:10]([C:14]([F:17])([F:16])[F:15])=[N:9]2)[CH:5]=[CH:4][C:3]=1[S:18]([NH2:21])(=[O:20])=[O:19].C(=O)([O-])[O-].[K+].[K+].[CH:28](I)([CH3:30])[CH3:29].[OH-].[Na+]>CN(C)C=O>[F:1][C:2]1[CH:7]=[C:6]([N:8]2[C:12]([O:13][CH:28]([CH3:30])[CH3:29])=[CH:11][C:10]([C:14]([F:16])([F:17])[F:15])=[N:9]2)[CH:5]=[CH:4][C:3]=1[S:18]([NH2:21])(=[O:19])=[O:20] |f:1.2.3,5.6|. Procedure details: 2-Fluoro-4-(5-hydroxy-3-trifluoromethyl-pyrazol-1-yl)-benzenesulfonamide (163 mg) and potassium carbonate (276 mg) were mixed in dimethyl formamide, followed by the addition of isopropyl iodide. The reaction mixture was stirred at 50° C. for 1.5 hours. After cooling to room temperature, 0.5 N sodium hydroxide solution (10 ml) was added, and the product was extracted with ethyl acetate (50 ml) and benzene (25 ml). The organic layer was dried with sodium sulfate, and the solvent was evaporated in ... Starting materials: NC(CCCC(=O)OC)C1=C(C=CC=C1OC)OC (methyl 5-amino-5-(2,6-dimethoxyphenyl)pentanoate), FC1=C(C=O)C=CC=C1C1=NC=CC=C1 (2-fluoro-3-(pyridin-2-yl)benzaldehyde). The product is COC1=C(C(=CC=C1)OC)C1CCCC(N1CC1=C(C(=CC=C1)C1=NC=CC=C1)F)=O (6-(2,6-dimethoxyphenyl)-1-(2-fluoro-3-(pyridin-2-yl)benzyl)piperidin-2-one). Reaction SMILES: [NH2:1][CH:2]([C:10]1[C:15]([O:16][CH3:17])=[CH:14][CH:13]=[CH:12][C:11]=1[O:18][CH3:19])[CH2:3][CH2:4][CH2:5][C:6]([O:8]C)=O.[F:20][C:21]1[C:28]([C:29]2[CH:34]=[CH:33][CH:32]=[CH:31][N:30]=2)=[CH:27][CH:26]=[CH:25][C:22]=1[CH:23]=O>>[CH3:19][O:18][C:11]1[CH:12]=[CH:13][CH:14]=[C:15]([O:16][CH3:17])[C:10]=1[CH:2]1[N:1]([CH2:23][C:22]2[CH:25]=[CH:26][CH:27]=[C:28]([C:29]3[CH:34]=[CH:33][CH:32]=[CH:31][N:30]=3)[C:21]=2[F:20])[C:6](=[O:8])[CH2:5][CH2:4][CH2:3]1. Reported procedure: Prepared according to the described general procedure 1 (GP1) by reaction of methyl 5-amino-5-(2,6-dimethoxyphenyl)pentanoate with 2-fluoro-3-(pyridin-2-yl)benzaldehyde. Subsequent purification by preparative HPLC afforded the target compound. LC-MS (conditions A): tR=0.65 min.; [M+H]+: 421.00 g/mol. Reactants: OC1(c2c(F)cncc2Br)COC1, O=C([O-])[O-], CC1(C)OB(c2ccc(C#N)c(Cl)c2)OC1(C)C, [Na+], [Na+], CN(C)C=O. Yields the product N#Cc1ccc(-c2cncc(F)c2C2(O)COC2)cc1Cl. RXN SMILES: [Br:19][c:20]1[cH:21][n:22][cH:23][c:24]([F:31])[c:25]1[C:26]1([OH:30])[CH2:27][O:28][CH2:29]1.[C:32](=[O:33])([O-:34])[O-:35].[Cl:1][c:2]1[c:3]([C:4]#[N:5])[cH:6][cH:7][c:8]([B:10]2[O:11][C:12]([CH3:13])([CH3:14])[C:15]([CH3:16])([CH3:17])[O:18]2)[cH:9]1.[Na+:36].[Na+:37].[O:38]=[CH:39][N:40]([CH3:41])[CH3:42]>>[Cl:1][c:2]1[c:3]([C:4]#[N:5])[cH:6][cH:7][c:8](-[c:20]2[cH:21][n:22][cH:23][c:24]([F:31])[c:25]2[C:26]2([OH:30])[CH2:27][O:28][CH2:29]2)[cH:9]1. The reactants are CCOCCOCCO, O=S(Cl)Cl, c1ccncc1. The product is CCOCCOCCO, [Cl-]. RXN SMILES: [CH2:5]([CH3:6])[O:7][CH2:8][CH2:9][O:10][CH2:11][CH2:12][OH:13].[S:1]([Cl:2])([Cl:3])=[O:4].[cH:14]1[cH:15][cH:16][n:17][cH:18][cH:19]1>>[CH2:5]([CH3:6])[O:7][CH2:8][CH2:9][O:10][CH2:11][CH2:12][OH:13].[Cl-:3]. Reactants: COC=1C=C(C=CC1OC)[C@@H]1CN(CC[C@@H]1NC(C1=CC(=C(C=C1)C)NS(=O)(=O)C1=CC=C(C=C1)C)=O)C (rac-cis-3-(3,4-dimethoxyphenyl)-1-methyl-4-[4-methyl-3-(p-toluene-sulphonamido)-benzamido]-piperidine). The solvent is O=P(Cl)(Cl)Cl (phosphorus oxytrichloride). Product: COC=1C(=CC2=C(C(=N[C@H]3CCN(C[C@@H]23)C)C2=CC(=C(C=C2)C)NS(=O)(=O)C2=CC=C(C=C2)C)C1)OC (rac-cis-8.9-Dimethoxy-1,2,3,4,4a,10b-hexahydro-2-methyl-6-[4-methyl-3-(p-toluenesulphonamido)-phenyl]-benzo[c][1,6]naphthyridine). Yield: 69.0%. RXN SMILES: [CH3:1][O:2][C:3]1[CH:4]=[C:5]([C@H:11]2[C@@H:16]([NH:17][C:18](=O)[C:19]3[CH:24]=[CH:23][C:22]([CH3:25])=[C:21]([NH:26][S:27]([C:30]4[CH:35]=[CH:34][C:33]([CH3:36])=[CH:32][CH:31]=4)(=[O:29])=[O:28])[CH:20]=3)[CH2:15][CH2:14][N:13]([CH3:38])[CH2:12]2)[CH:6]=[CH:7][C:8]=1[O:9][CH3:10]>O=P(Cl)(Cl)Cl>[CH3:10][O:9][C:8]1[C:3]([O:2][CH3:1])=[CH:4][C:5]2[C@H:11]3[C@H:16]([CH2:15][CH2:14][N:13]([CH3:38])[CH2:12]3)[N:17]=[C:18]([C:19]3[CH:24]=[CH:23][C:22]([CH3:25])=[C:21]([NH:26][S:27]([C:30]4[CH:35]=[CH:34][C:33]([CH3:36])=[CH:32][CH:31]=4)(=[O:29])=[O:28])[CH:20]=3)[C:6]=2[CH:7]=1. Procedure details: 3.9 g rac-cis-3-(3,4-dimethoxyphenyl)-1-methyl-4-[4-methyl-3-(p-toluene-sulphonamido)-benzamido]-piperidine are heated at the boiling point under reflux in 50 ml phosphorus oxytrichloride for 3 h. After the excess phosphorus oxytrichloride has been distilled off, the residue is partitioned between methylene chloride and 2 N sodium hydroxide solution, and the organic phase is washed with water and dried over sodium sulphate. After the methylene chloride has been distilled off, the residue is puri... Starting materials: NC1=NC=CC(=C1)C=1C(=NN(C1)C=1C=CC=2N(N1)C=NN2)C2=CC=C(C=C2)F (4-(2-aminopyridin-4-yl)-3-(4-fluorophenyl)-1-([1,2,4]triazolo-[4,3-b]pyridazin-6-yl)-1H-pyrazole), C1(CC1)C(=O)Cl (cyclopropylcarbonyl chloride). Product: C1(CC1)C(=O)NC1=NC=CC(=C1)C=1C(=NN(C1)C=1C=CC=2N(N1)C=NN2)C2=CC=C(C=C2)F (4-(2-Cyclopropylcarbonylaminopyridin-4-yl)-3-(4-fluorophenyl)-1-([1,2,4]triazolo[4,3-b]pyridazin-6-yl)-1H-pyrazole). Yield: 37.3%. RXN SMILES: [NH2:1][C:2]1[CH:7]=[C:6]([C:8]2[C:9]([C:22]3[CH:27]=[CH:26][C:25]([F:28])=[CH:24][CH:23]=3)=[N:10][N:11]([C:13]3[CH:14]=[CH:15][C:16]4[N:17]([CH:19]=[N:20][N:21]=4)[N:18]=3)[CH:12]=2)[CH:5]=[CH:4][N:3]=1.[CH:29]1([C:32](Cl)=[O:33])[CH2:31][CH2:30]1>>[CH:29]1([C:32]([NH:1][C:2]2[CH:7]=[C:6]([C:8]3[C:9]([C:22]4[CH:27]=[CH:26][C:25]([F:28])=[CH:24][CH:23]=4)=[N:10][N:11]([C:13]4[CH:14]=[CH:15][C:16]5[N:17]([CH:19]=[N:20][N:21]=5)[N:18]=4)[CH:12]=3)[CH:5]=[CH:4][N:3]=2)=[O:33])[CH2:31][CH2:30]1. Procedure details: The reaction was carried out in the same manner as in Example 9 except for using 200 mg (0.54 mmol) of 4-(2-aminopyridin-4-yl)-3-(4-fluorophenyl)-1-([1,2,4]triazolo-[4,3-b]pyridazin-6-yl)-1H-pyrazole obtained by the same reaction as in Example 8-2), and using 59.0 mg (0.56 mmol) of cyclopropylcarbonyl chloride in place of acetic anhydride to obtain 88.6 mg of the title compound as a white powder. (Yield: 37%) Reactants: COC(CCCCCCC(=O)NC=1SC=C(N1)C1=CC(=CC=C1)[N+](=O)[O-])=O (octanedioic acid [4-(3-Nitro-phenyl)-thiazol-2-yl]-amide methyl ester). Reagents/catalysts: [Pd] (Pd/C). The solvent is CCO (EtOH), CC(=O)O (AcOH). Product: COC(CCCCCCC(=O)NC=1SC=C(N1)C1=CC(=CC=C1)N)=O (octanedioic acid [4-(3-Amino-phenyl)-thiazol-2-yl]-amide methyl ester). The yield is 72.2%. Reaction SMILES: [CH3:1][O:2][C:3](=[O:27])[CH2:4][CH2:5][CH2:6][CH2:7][CH2:8][CH2:9][C:10]([NH:12][C:13]1[S:14][CH:15]=[C:16]([C:18]2[CH:23]=[CH:22][CH:21]=[C:20]([N+:24]([O-])=O)[CH:19]=2)[N:17]=1)=[O:11]>CCO.CC(O)=O.[Pd]>[CH3:1][O:2][C:3](=[O:27])[CH2:4][CH2:5][CH2:6][CH2:7][CH2:8][CH2:9][C:10]([NH:12][C:13]1[S:14][CH:15]=[C:16]([C:18]2[CH:23]=[CH:22][CH:21]=[C:20]([NH2:24])[CH:19]=2)[N:17]=1)=[O:11]. Procedure: A suspension of compound 14 (0.391 g, 1 mmol) and Pd/C (10 wt. %, 50 mg) in EtOH and AcOH (20 ml+1 ml) was reacted under hydrogen atmosphere at 50° C. for 2 hours. The catalyst was removed by filtration through a pad of Celite. After removal of the solvent in vacuo, the crude material was dissolved in EtOAc and washed with NaHCO3 solution and brine and dried over Na2SO4. The solvent was removed by rotary evaporation. The crude solid was purified by flash chromatography (EtOAc/hexane, 2:1) to giv... The reactants are COC1=CC=C(C=C1)CC=O (4-Methoxyphenylacetaldehyde), CC(C=C(Br)Br)(C)C1=CC=C(C=C1)OC (4-(1,1-Dimethyl-3,3-dibromo-2-propenyl)anisole). Yields the product BrC(=CCC1=CC=C(C=C1)OC)Br (4-(3,3-Dibromo-2-propenyl)anisole). RXN SMILES: COC1C=CC(CC=O)=CC=1.C[C:13]([C:19]1[CH:24]=[CH:23][C:22]([O:25][CH3:26])=[CH:21][CH:20]=1)(C)[CH:14]=[C:15]([Br:17])[Br:16]>>[Br:16][C:15]([Br:17])=[CH:14][CH2:13][C:19]1[CH:24]=[CH:23][C:22]([O:25][CH3:26])=[CH:21][CH:20]=1. Procedure: This compound was prepared from Compound 74 in the same manner of Compound 53.